describe an organic reaction: reactants, conditions, products, and yield From a dataset of the Open Reaction Database (ORD), a public repository of structured organic reaction records. Starting materials: ice water, BrC1=CC(=C(C=C1)O)C(C)C (4-bromo-2-isopropylphenol), C(C1=CC=CC=C1)Br (benzyl bromide), C([O-])([O-])=O.[K+].[K+] (potassium carbonate), Cl (hydrochloric acid). Run in CN(C=O)C (N,N-dimethylformamide). Reaction conditions: time 24 hour. Yields the product C(C1=CC=CC=C1)OC1=C(C=C(C=C1)Br)C(C)C (4-bromo-2-isopropylphenyl benzyl ether). The yield is 66.1%. Reaction SMILES: [Br:1][C:2]1[CH:7]=[CH:6][C:5]([OH:8])=[C:4]([CH:9]([CH3:11])[CH3:10])[CH:3]=1.[CH2:12](Br)[C:13]1[CH:18]=[CH:17][CH:16]=[CH:15][CH:14]=1.C(=O)([O-])[O-].[K+].[K+].Cl>CN(C)C=O>[CH2:12]([O:8][C:5]1[CH:6]=[CH:7][C:2]([Br:1])=[CH:3][C:4]=1[CH:9]([CH3:11])[CH3:10])[C:13]1[CH:18]=[CH:17][CH:16]=[CH:15][CH:14]=1 |f:2.3.4|. Procedure: A mixture of 32 g of 4-bromo-2-isopropylphenol, 25.7 g of benzyl bromide, 23 g of potassium carbonate and 300 ml of N,N-dimethylformamide was stirred at room temperature for 24 hours. The reaction solution was poured into ice-water, acidified by adding 10% hydrochloric acid and then extracted with 500 ml of diethyl ether. There, the ether layer was washed with a saturated saline solution, dried over anhydrous magnesium sulfate and concentrated. The residue was subjected to silica gel column chro... Starting materials: C1CCOC1, CC(O)CC(C)O, COCCOC(=O)N=NC(=O)OCCOC, O, O=C(O)c1ccccc1, c1ccc(P(c2ccccc2)c2ccccc2)cc1. Yields the product CC(O)CC(C)OC(=O)c1ccccc1. As a reaction SMILES: [CH2:52]1[O:53][CH2:54][CH2:55][CH2:56]1.[CH3:29][CH:30]([CH2:31][CH:32]([CH3:33])[OH:34])[OH:35].[CH3:36][O:37][CH2:38][CH2:39][O:40][C:41]([N:42]=[N:43][C:44]([O:45][CH2:46][CH2:47][O:48][CH3:49])=[O:50])=[O:51].[OH2:57].[OH:1][C:2](=[O:3])[c:4]1[cH:5][cH:6][cH:7][cH:8][cH:9]1.[c:10]1([P:11]([c:12]2[cH:13][cH:14][cH:15][cH:16][cH:17]2)[c:18]2[cH:19][cH:20][cH:21][cH:22][cH:23]2)[cH:24][cH:25][cH:26][cH:27][cH:28]1>>[O:1]([C:2](=[O:3])[c:4]1[cH:5][cH:6][cH:7][cH:8][cH:9]1)[CH:30]([CH3:29])[CH2:31][CH:32]([CH3:33])[OH:34]. Reactants: ClC=1C=C(C=C(C1)C)NC(C)=O (N-(3-chloro-5-methyl-phenyl)acetamide), C(C)(=O)Cl (acetyl chloride), [Cl-].[Al+3].[Cl-].[Cl-] (aluminum chloride). Solvent: C(=S)=S (CS2). Reaction conditions: time 4 hour. The product is C(C)(=O)C1=C(C=C(C=C1C)NC(C)=O)Cl (N-(4-acetyl-3-chloro-5-methylphenyl)acetamide). Yield: 85.3%. RXN SMILES: [Cl:1][C:2]1[CH:3]=[C:4]([NH:9][C:10](=[O:12])[CH3:11])[CH:5]=[C:6]([CH3:8])[CH:7]=1.[C:13](Cl)(=[O:15])[CH3:14].[Cl-].[Al+3].[Cl-].[Cl-]>C(=S)=S>[C:13]([C:7]1[C:6]([CH3:8])=[CH:5][C:4]([NH:9][C:10](=[O:12])[CH3:11])=[CH:3][C:2]=1[Cl:1])(=[O:15])[CH3:14] |f:2.3.4.5|. Reported procedure: A dry CS2 solution (30 mL) containing N-(3-chloro-5-methyl-phenyl)acetamide (5.0 g, 27 mmol) and acetyl chloride (2.9 ml, 40.8 mmol) was slowly mixed with aluminum chloride (9.1 g, 68 mmol). The reaction mixture was heated at reflux for 30 min, cooled to room temperature, and allowed to stand for 4.0 h. The CS2 was decanted and the remaining syrup was poured into icy HCl. The resultant solids were collected, re-dissolved in EtOH, and decolorized with charcoal. The solution was filtered and the f... Reactants: FC=1C=CC(=C(C1)O)C (5-fluoro-2-methylphenol), [H-].[Na+] (sodium hydride), C(C)(C)(C)OC(=O)N1CCN(CC1)C(=O)C1=C(N(C2=CC=CC=C12)C1=CC=CC=C1)Cl (4-(2-Chloro-1-phenyl-1H-indole-3-carbonyl)-piperazine-1-carboxylic acid tert-butyl ester). Solvent: CN1CCCC1=O (NMP). Run at time 20 minute. Product: C(C)(C)(C)OC(=O)N1CCN(CC1)C(=O)C1=C(N(C2=CC=CC=C12)C1=CC=CC=C1)OC1=C(C=CC(=C1)F)C (4-[2-(5-Fluoro-2-methyl-phenoxy)-1-phenyl-1H-indole-3-carbonyl]-piperazine-1-carboxylic acid tert-butyl ester). Yield: 38.1%. RXN SMILES: [F:1][C:2]1[CH:3]=[CH:4][C:5]([CH3:9])=[C:6]([OH:8])[CH:7]=1.[H-].[Na+].[C:12]([O:16][C:17]([N:19]1[CH2:24][CH2:23][N:22]([C:25]([C:27]2[C:35]3[C:30](=[CH:31][CH:32]=[CH:33][CH:34]=3)[N:29]([C:36]3[CH:41]=[CH:40][CH:39]=[CH:38][CH:37]=3)[C:28]=2Cl)=[O:26])[CH2:21][CH2:20]1)=[O:18])([CH3:15])([CH3:14])[CH3:13]>CN1C(=O)CCC1>[C:12]([O:16][C:17]([N:19]1[CH2:20][CH2:21][N:22]([C:25]([C:27]2[C:35]3[C:30](=[CH:31][CH:32]=[CH:33][CH:34]=3)[N:29]([C:36]3[CH:41]=[CH:40][CH:39]=[CH:38][CH:37]=3)[C:28]=2[O:8][C:6]2[CH:7]=[C:2]([F:1])[CH:3]=[CH:4][C:5]=2[CH3:9])=[O:26])[CH2:23][CH2:24]1)=[O:18])([CH3:15])([CH3:13])[CH3:14] |f:1.2|. Reported procedure: To a solution of 5-fluoro-2-methylphenol (43.0 mg, 341 μmol) in NMP (1.5 ml) was added sodium hydride (15.0 mg, 375 μmol; 60% dispersion in mineral oil), and the suspension was stirred at room temperature under an argon atmosphere for 20 min. After addition of 50.0 mg (114 μmol) of the compound of step 1, the reaction mixture was stirred for 2 h at 150° C. in a microwave reactor. The mixture was filtered and purified by preparative HPLC. The eluate was lyophilized overnight to give 23 mg of the ... The reactants are CCc1nc2c(cnn2CC)c(NC2CCOCC2)c1CNC(=O)c1ccc(CCCCCCCCBr)cc1, CNCCO, CN(C)C=O, CCN(C(C)C)C(C)C. The product is CCc1nc2c(cnn2CC)c(NC2CCOCC2)c1CNC(=O)c1ccc(CCCCCCCCN(C)CCO)cc1. RXN SMILES: [Br:1][CH2:2][CH2:3][CH2:4][CH2:5][CH2:6][CH2:7][CH2:8][CH2:9][c:10]1[cH:11][cH:12][c:13]([C:14](=[O:15])[NH:16][CH2:17][c:18]2[c:19]([NH:31][CH:32]3[CH2:33][CH2:34][O:35][CH2:36][CH2:37]3)[c:20]3[c:21]([n:22][c:23]2[CH2:24][CH3:25])[n:26]([CH2:29][CH3:30])[n:27][cH:28]3)[cH:38][cH:39]1.[CH3:40][NH:41][CH2:42][CH2:43][OH:44].[CH3:54][N:55]([CH3:56])[CH:57]=[O:58].[CH:45]([N:46]([CH2:47][CH3:48])[CH:49]([CH3:50])[CH3:51])([CH3:52])[CH3:53]>>[CH2:2]([CH2:3][CH2:4][CH2:5][CH2:6][CH2:7][CH2:8][CH2:9][c:10]1[cH:11][cH:12][c:13]([C:14](=[O:15])[NH:16][CH2:17][c:18]2[c:19]([NH:31][CH:32]3[CH2:33][CH2:34][O:35][CH2:36][CH2:37]3)[c:20]3[c:21]([n:22][c:23]2[CH2:24][CH3:25])[n:26]([CH2:29][CH3:30])[n:27][cH:28]3)[cH:38][cH:39]1)[N:41]([CH3:40])[CH2:42][CH2:43][OH:44]. The reactants are ClC=1C=C2C=CNC2=CC1OCCN(C)C (5-Chloro-6-(2-dimethylaminoethoxy)-1H-indole), C(#N)[BH3-].[Na+] (sodium cyanoborohydride), [OH-].[Na+] (NaOH). The solvent is O (water), C(C)(=O)O (acetic acid). Conditions: time 1 hour. Yields the product ClC=1C=C2CCNC2=CC1OCCN(C)C (5-Chloro-2,3-dihydro-6-(2-dimethylaminoethoxy)-1H-indole). Isolated yield 10.9%. As a reaction SMILES: [Cl:1][C:2]1[CH:3]=[C:4]2[C:8](=[CH:9][C:10]=1[O:11][CH2:12][CH2:13][N:14]([CH3:16])[CH3:15])[NH:7][CH:6]=[CH:5]2.C([BH3-])#N.[Na+].[OH-].[Na+]>C(O)(=O)C.O>[Cl:1][C:2]1[CH:3]=[C:4]2[C:8](=[CH:9][C:10]=1[O:11][CH2:12][CH2:13][N:14]([CH3:16])[CH3:15])[NH:7][CH2:6][CH2:5]2 |f:1.2,3.4|. Procedure: 5-Chloro-6-(2-dimethylaminoethoxy)-1H-indole (D8, 0.2 g, 0.008 mol) in glacial acetic acid (5 ml) was treated with sodium cyanoborohydride (0.25 g, 0.004 mol ) at room temperature with stirring for 1 h. The mixture was diluted with water and basified with 10% aq NaOH. The product was extracted into CH2Cl2, and the combined extracts dried (Na2SO4) and concentrated in vacuo to give the title compound as a brown oil (0.21 g, 100%)